This data is from the Open Reaction Database (ORD), a public repository of structured organic reaction records. The task is: describe an organic reaction: reactants, conditions, products, and yield Reactants: CC(=O)OC(C)=O, CCOC(=O)c1cc(-c2ccc(F)cc2F)cc(I)c1O, c1ccncc1. Yields the product CCOC(=O)c1cc(-c2ccc(F)cc2F)cc(I)c1OC(C)=O. Reaction SMILES: [CH3:22][C:23](=[O:24])[O:25][C:26](=[O:27])[CH3:28].[F:1][c:2]1[c:3](-[c:9]2[cH:10][c:11]([I:21])[c:12]([OH:20])[c:13]([C:14](=[O:15])[O:16][CH2:17][CH3:18])[cH:19]2)[cH:4][cH:5][c:6]([F:8])[cH:7]1.[cH:29]1[cH:30][cH:31][n:32][cH:33][cH:34]1>>[F:1][c:2]1[c:3](-[c:9]2[cH:10][c:11]([I:21])[c:12]([O:20][C:23]([CH3:22])=[O:24])[c:13]([C:14](=[O:15])[O:16][CH2:17][CH3:18])[cH:19]2)[cH:4][cH:5][c:6]([F:8])[cH:7]1. The reactants are C(C)(=O)OCC1=NC=CC(=C1)OC (2-acetoxymethyl-4-methoxypyridine). Reagents/catalysts: [Hg] (mercury). The solvent is Cl (hydrochloric acid). Product: OCC1=NC=CC(=C1)OC (2-Hydroxymethyl-4-methoxypyridine). Isolated yield 66.8%. Reaction SMILES: C([O:4][CH2:5][C:6]1[CH:11]=[C:10]([O:12][CH3:13])[CH:9]=[CH:8][N:7]=1)(=O)C>Cl.[Hg]>[OH:4][CH2:5][C:6]1[CH:11]=[C:10]([O:12][CH3:13])[CH:9]=[CH:8][N:7]=1. Reported procedure: A solution of 2-acetoxymethyl-4-methoxypyridine (20.72 g, 0.114 mole) in 3M hydrochloric acid (100 ml) was heated under reflux for 1 hour. The resulting solution was concentrated under reduced pressure and the residue neutralised by addition of potassium carbonate. The mixture was extracted with dichloromethane and the organic solution dried over anhydrous sodium sulphate, filtered and evaporated to give a light coloured viscous oil which solidified on standing to yield the title compound (10.6 ... The reactants are CCOCC, O=C(CCl)Nc1ccc2c(c1)OCC(=O)N2, Fc1ccc(CC2CCNCC2)cc1. Product: O=C(CN1CCC(Cc2ccc(F)cc2)CC1)Nc1ccc2c(c1)OCC(=O)N2. As a reaction SMILES: [CH2:31]([O:32][CH2:33][CH3:34])[CH3:35].[Cl:1][CH2:2][C:3](=[O:4])[NH:5][c:6]1[cH:7][c:8]2[c:9]([cH:15][cH:16]1)[NH:10][C:11](=[O:14])[CH2:12][O:13]2.[F:17][c:18]1[cH:19][cH:20][c:21]([CH2:22][CH:23]2[CH2:24][CH2:25][NH:26][CH2:27][CH2:28]2)[cH:29][cH:30]1>>[CH2:2]([C:3](=[O:4])[NH:5][c:6]1[cH:7][c:8]2[c:9]([cH:15][cH:16]1)[NH:10][C:11](=[O:14])[CH2:12][O:13]2)[N:26]1[CH2:25][CH2:24][CH:23]([CH2:22][c:21]2[cH:20][cH:19][c:18]([F:17])[cH:30][cH:29]2)[CH2:28][CH2:27]1. Starting materials: CN(C(=O)OC(C)(C)C)c1cc2ccn(-c3ccc([N+](=O)[O-])cc3)c(=O)c2cc1F, CCOC(C)=O, CCO. The product is CN(C(=O)OC(C)(C)C)c1cc2ccn(-c3ccc(N)cc3)c(=O)c2cc1F. Reaction SMILES: [C:1]([CH3:2])([CH3:3])([CH3:4])[O:5][C:6]([N:7]([CH3:8])[c:9]1[cH:10][c:11]2[cH:12][cH:13][n:14](-[c:21]3[cH:22][cH:23][c:24]([N+:27]([O-:28])=[O:29])[cH:25][cH:26]3)[c:15](=[O:20])[c:16]2[cH:17][c:18]1[F:19])=[O:30].[CH3:31][CH2:32][O:33][C:34](=[O:35])[CH3:36].[CH3:37][CH2:38][OH:39]>>[C:1]([CH3:2])([CH3:3])([CH3:4])[O:5][C:6]([N:7]([CH3:8])[c:9]1[cH:10][c:11]2[cH:12][cH:13][n:14](-[c:21]3[cH:22][cH:23][c:24]([NH2:27])[cH:25][cH:26]3)[c:15](=[O:20])[c:16]2[cH:17][c:18]1[F:19])=[O:30]. Reactants: CCOC(C)=O, NCCN1CCC(CNCC2CCCCC2)C1, CC(C)OC(C)C, O=C1Nc2cccnc2N(C(=O)Cl)c2ccccc21. Product: O=C1Nc2cccnc2N(C(=O)NCCN2CCC(CNCC3CCCCC3)C2)c2ccccc21. As a reaction SMILES: [C:44]([O:45][CH2:46][CH3:47])(=[O:48])[CH3:49].[CH:20]1([CH2:26][NH:27][CH2:28][CH:29]2[CH2:30][N:31]([CH2:34][CH2:35][NH2:36])[CH2:32][CH2:33]2)[CH2:21][CH2:22][CH2:23][CH2:24][CH2:25]1.[CH:37]([O:38][CH:39]([CH3:40])[CH3:41])([CH3:42])[CH3:43].[Cl:1][C:2](=[O:3])[N:4]1[c:5]2[c:6]([cH:16][cH:17][cH:18][n:19]2)[NH:7][C:8](=[O:15])[c:9]2[c:10]1[cH:11][cH:12][cH:13][cH:14]2>>[C:2](=[O:3])([N:4]1[c:5]2[c:6]([cH:16][cH:17][cH:18][n:19]2)[NH:7][C:8](=[O:15])[c:9]2[c:10]1[cH:11][cH:12][cH:13][cH:14]2)[NH:36][CH2:35][CH2:34][N:31]1[CH2:30][CH:29]([CH2:28][NH:27][CH2:26][CH:20]2[CH2:21][CH2:22][CH2:23][CH2:24][CH2:25]2)[CH2:33][CH2:32]1. The reactants are BrC=1C=C2C(=C(N(C2=CC1)S(=O)(=O)C1=CC=CC=C1)C(=O)OCC)S(=O)(=O)Cl (ethyl 5-bromo-3-(chlorosulfonyl)-1-(phenylsulfonyl)-1H-indole-2-carboxylate), N1CCC1 (azetidine), ClC=1C=C2C(=C(N(C2=CC1)S(=O)(=O)C1=CC=CC=C1)C(=O)OCC)S(=O)(=O)Cl (ethyl 5-chloro-3-(chlorosulfonyl)-1-(phenylsulfonyl)-1H-indole-2-carboxylate), N1CCOCC1 (morpholine). Product: N1(CCC1)S(=O)(=O)C1=C(NC2=CC=C(C=C12)Cl)C(=O)N (3-(Azetidin-1-ylsulfonyl)-5-chloro-1H-indole-2-carboxamide). RXN SMILES: BrC1C=C2[C:8](=[CH:9][CH:10]=1)[N:7](S(C1C=CC=CC=1)(=O)=O)C(C(OCC)=O)=C2S(Cl)(=O)=O.[Cl:29][C:30]1[CH:31]=[C:32]2[C:36](=[CH:37][CH:38]=1)[N:35](S(C1C=CC=CC=1)(=O)=O)[C:34]([C:48]([O:50]CC)=O)=[C:33]2[S:53](Cl)(=[O:55])=[O:54].[NH:57]1CCOCC1.N1CCC1>>[N:7]1([S:53]([C:33]2[C:32]3[C:36](=[CH:37][CH:38]=[C:30]([Cl:29])[CH:31]=3)[NH:35][C:34]=2[C:48]([NH2:57])=[O:50])(=[O:54])=[O:55])[CH2:8][CH2:9][CH2:10]1. Procedure details: The titled compound was prepared using the procedures described in Steps B and C of Example 2, followed by the procedure described in Step E of Example 1, replacing in Step B of Example 2 ethyl 5-bromo-3-(chlorosulfonyl)-1-(phenylsulfonyl)-1H-indole-2-carboxylate with ethyl 5-chloro-3-(chlorosulfonyl)-1-(phenylsulfonyl)-1H-indole-2-carboxylate, and morpholine with azetidine. Proton NMR for the product was consistent with the titled compound.